The task is: describe an organic reaction: reactants, conditions, products, and yield. This data is from the Open Reaction Database (ORD), a public repository of structured organic reaction records. Reactants: C(C1=CC=CC=C1)N1C(=NC2=NC(=CC=C21)N(NC(=O)OC(C)(C)C)C(=O)OC(C)(C)C)C (di-tert-butyl 1-(1-benzyl-2-methyl-1H-imidazo[4,5-b]pyridin-5-yl)hydrazine-1,2-dicarboxylate), C(C)(=O)O (acetic acid). Reaction conditions: temperature 180 celsius. Yields the product C(C1=CC=CC=C1)N1C(=NC2=C1C=CC=1N2C(=NN1)C)C (3-benzyl-2,8-dimethyl-3H-imidazo[4,5-e][1,2,4]triazolo[4,3-a]pyridine). Isolated yield 59.0%. As a reaction SMILES: [CH2:1]([N:8]1[C:16]2[C:11](=[N:12][C:13]([N:17](C(OC(C)(C)C)=O)[NH:18][C:19](OC(C)(C)C)=O)=[CH:14][CH:15]=2)[N:10]=[C:9]1[CH3:33])[C:2]1[CH:7]=[CH:6][CH:5]=[CH:4][CH:3]=1.[C:34](O)(=O)C>>[CH2:1]([N:8]1[C:16]2[CH:15]=[CH:14][C:13]3[N:12]([C:19]([CH3:34])=[N:18][N:17]=3)[C:11]=2[N:10]=[C:9]1[CH3:33])[C:2]1[CH:7]=[CH:6][CH:5]=[CH:4][CH:3]=1. Procedure details: di-tert-Butyl 1-(1-benzyl-2-methyl-1H-imidazo[4,5-b]pyridin-5-yl)hydrazine-1,2-dicarboxylate (0.075 g, 0.16 mmol, from Step 3) was dissolved in acetic acid (3 mL) and was heated in the microwave to 180° C. for 5 minutes. Solvent was removed in vacuo, the crude product was reconstituted in MeCN and purified via preparative HPLC-MS (Waters XBridge C18, eluting with a gradient of MeCN/H2O containing 0.15% NH4OH) to afford product (27 mg, 59%). Starting materials: COC(=O)C=Cc1ccc2c(c1)nc(CC(C)C)n2CCCO, CO, [H][H]. Product: COC(=O)CCc1ccc2c(c1)nc(CC(C)C)n2CCCO. RXN SMILES: [CH3:1][O:2][C:3]([CH:4]=[CH:5][c:6]1[cH:7][c:8]2[c:9]([n:10]([CH2:17][CH2:18][CH2:19][OH:20])[c:11]([CH2:13][CH:14]([CH3:15])[CH3:16])[n:12]2)[cH:21][cH:22]1)=[O:23].[CH3:26][OH:27].[H:24][H:25]>>[CH3:1][O:2][C:3]([CH2:4][CH2:5][c:6]1[cH:7][c:8]2[c:9]([n:10]([CH2:17][CH2:18][CH2:19][OH:20])[c:11]([CH2:13][CH:14]([CH3:15])[CH3:16])[n:12]2)[cH:21][cH:22]1)=[O:23]. Starting materials: COC=1C=CC(=CC1)P2(=S)SP(=S)(S2)C=3C=CC(=CC3)OC (Lawesson reagent), N1(CCOCC1)C(=O)N1CC(CC(C1)C1=CC=C(C=C1)C(F)(F)F)C(=O)N (1-(Morpholin-4-ylcarbonyl)-5-[4-(trifluoromethyl)phenyl]piperidine-3-carboxamide), C([O-])(O)=O.[Na+] (sodium bicarbonate). The solvent is O1CCOCC1 (dioxane), O1CCOCC1 (dioxane). Run at temperature 60 celsius, time 30 minute. Product: N1(CCOCC1)C(=O)N1CC(CC(C1)C1=CC=C(C=C1)C(F)(F)F)C(N)=S (1-(Morpholin-4-ylcarbonyl)-5-[4-(trifluoromethyl)phenyl]piperidine-3-carbothioamide). Reaction SMILES: COC1C=CC(P2(SP(C3C=CC(OC)=CC=3)(=S)S2)=[S:10])=CC=1.[N:23]1([C:29]([N:31]2[CH2:36][CH:35]([C:37]3[CH:42]=[CH:41][C:40]([C:43]([F:46])([F:45])[F:44])=[CH:39][CH:38]=3)[CH2:34][CH:33]([C:47]([NH2:49])=O)[CH2:32]2)=[O:30])[CH2:28][CH2:27][O:26][CH2:25][CH2:24]1.C(=O)(O)[O-].[Na+]>O1CCOCC1>[N:23]1([C:29]([N:31]2[CH2:36][CH:35]([C:37]3[CH:42]=[CH:41][C:40]([C:43]([F:46])([F:45])[F:44])=[CH:39][CH:38]=3)[CH2:34][CH:33]([C:47](=[S:10])[NH2:49])[CH2:32]2)=[O:30])[CH2:28][CH2:27][O:26][CH2:25][CH2:24]1 |f:2.3|. Procedure details: 45 mg (0.11 mmol) of Lawesson reagent (2,4-bis[4-methoxyphenyl] 1,3-dithia-2,4-diphosphetane 2,4-disulphide) were added to a solution of 10 mg (0.20 mmol) of 1-(morpholin-4-ylcarbonyl)-5-[4-(trifluoromethyl)phenyl]piperidine-3-carboxamide (Example 52A) in 1 ml of dioxane, and the reaction mixture was stirred at 60° C. for 30 minutes and then at room temperature for 3 h. After addition of saturated aqueous sodium bicarbonate solution and removal of the dioxane, the residue was extracted with ethy... The product is CC(=O)NC1=NC(C)(c2ccc(F)c(Br)c2)CCS1. As a reaction SMILES: [Br:1][c:2]1[cH:3][c:4]([C:9]2([CH3:16])[N:10]=[C:11]([NH2:15])[S:12][CH2:13][CH2:14]2)[cH:5][cH:6][c:7]1[F:8].[C:23]([CH3:24])(=[O:25])[O:26][C:27](=[O:28])[CH3:29].[O:31]1[CH2:32][CH2:33][CH2:34][CH2:35]1.[OH2:30].[cH:17]1[cH:18][cH:19][n:20][cH:21][cH:22]1>>[Br:1][c:2]1[cH:3][c:4]([C:9]2([CH3:16])[N:10]=[C:11]([NH:15][C:23]([CH3:24])=[O:25])[S:12][CH2:13][CH2:14]2)[cH:5][cH:6][c:7]1[F:8]. Reactants: CC1(c2ccc(F)c(Br)c2)CCSC(N)=N1, CC(=O)OC(C)=O, C1CCOC1, O, c1ccncc1. The reactants are FC(C(=O)OC(C(F)(F)F)=O)(F)F (trifluoroacetic anhydride), CN(C[C@@H]([C@@](CC)(O)C1=CC(=CC=C1)OC)C)C ((2S,3R)-1-(dimethylamino)-3-(3-methoxyphenyl)-2-methyl-3-pentanol), [H][H] (hydrogen). Reagents/catalysts: [Pd] (Palladium). Solvent: CC1OCCC1 (2-methyltetrahydrofuran). Reaction conditions: temperature 5 celsius. Product: COC=1C=C(C=CC1)[C@@H]([C@H](CN(C)C)C)CC ((2R,3R)-3-(3-methoxyphenyl)-N,N,2-trimethylpentanamine). Isolated yield 97.9%. RXN SMILES: [CH3:1][N:2]([CH3:18])[CH2:3][C@H:4]([CH3:17])[C@:5]([C:9]1[CH:14]=[CH:13][CH:12]=[C:11]([O:15][CH3:16])[CH:10]=1)(O)[CH2:6][CH3:7].FC(F)(F)C(OC(=O)C(F)(F)F)=O.[H][H]>CC1CCCO1.[Pd]>[CH3:16][O:15][C:11]1[CH:10]=[C:9]([C@H:5]([CH2:6][CH3:7])[C@@H:4]([CH3:17])[CH2:3][N:2]([CH3:18])[CH3:1])[CH:14]=[CH:13][CH:12]=1. Reported procedure: A solution of compound (4) (50.3 g) dissolved in 2-methyltetrahydrofuran (120 ml) was stirred and cooled to 5° C. Then trifluoroacetic anhydride (30.6 ml) was added slowly over a period of 10 minutes while the temperature of the reaction mixture was kept below 20° C. After addition, the reaction mixture was allowed to stir for 1 hour at 20° C. b) Palladium 10% on activated carbon (50% wetted) (2.52 g) was added and the reaction mixture was stirred at 800 rpm and pressurized to 2 atmosphere (202....